From a dataset of the Open Reaction Database (ORD), a public repository of structured organic reaction records. describe an organic reaction: reactants, conditions, products, and yield The reactants are O=C1C=CCC1, ClCCl, CCCCCC, CCOCC, CO, C[Al](C)C, C1CCOC1, Cc1ccc(S(=O)(=O)C#N)cc1, Cc1ccc(S)cc1. Yields the product Cc1ccc(SC2CCC(=O)C2C#N)cc1. RXN SMILES: [C:13]1(=[O:18])[CH:14]=[CH:15][CH2:16][CH2:17]1.[CH2:31]([Cl:32])[Cl:33].[CH3:34][CH2:35][CH2:36][CH2:37][CH2:38][CH3:39].[CH3:45][CH2:46][O:47][CH2:48][CH3:49].[CH3:50][OH:51].[CH3:9][Al:10]([CH3:11])[CH3:12].[O:40]1[CH2:41][CH2:42][CH2:43][CH2:44]1.[c:19]1([CH3:20])[cH:21][cH:22][c:23]([S:24](=[O:25])(=[O:26])[C:28]#[N:29])[cH:27][cH:30]1.[c:1]1([CH3:8])[cH:2][cH:3][c:4]([SH:7])[cH:5][cH:6]1>>[c:1]1([CH3:8])[cH:2][cH:3][c:4]([S:7][CH:15]2[CH:14]([C:28]#[N:29])[C:13](=[O:18])[CH2:17][CH2:16]2)[cH:5][cH:6]1. The product is C(C1=CC=CC=C1)N1C2=CC=CC=C2C=2C(=CC=CC12)OCCNCC1=NC=CC=C1 (N-{2-[(9-Benzyl-9H-carbazol-4-yl)oxy]ethyl}-N-(2-pyridinylmethyl)amine). RXN SMILES: [CH2:1]([N:8]1[C:20]2[CH:19]=[CH:18][CH:17]=[C:16]([O:21][CH2:22][CH2:23]Br)[C:15]=2[C:14]2[C:9]1=[CH:10][CH:11]=[CH:12][CH:13]=2)[C:2]1[CH:7]=[CH:6][CH:5]=[CH:4][CH:3]=1.C(N(C(C)C)CC)(C)C.[NH2:34][CH2:35][C:36]1[CH:41]=[CH:40][CH:39]=[CH:38][N:37]=1>CN(C=O)C>[CH2:1]([N:8]1[C:20]2[CH:19]=[CH:18][CH:17]=[C:16]([O:21][CH2:22][CH2:23][NH:34][CH2:35][C:36]3[CH:41]=[CH:40][CH:39]=[CH:38][N:37]=3)[C:15]=2[C:14]2[C:9]1=[CH:10][CH:11]=[CH:12][CH:13]=2)[C:2]1[CH:7]=[CH:6][CH:5]=[CH:4][CH:3]=1. Yield: 80.9%. Procedure details: A mixture of 9-benzyl-4-(2-bromoethoxy)-9H-carbazole (0.0622 g, 0.1635 mmol), diisopropylethylamine (0.0211 g, 0.1635 mmol), 2-(2-aminomethylpyridine (0.0531 g, 0.4907 mmol), and DMF (0.5 mL) is stirred at 100° C. for 30 min. After cooling, the solvent is removed and the residue partitioned between CH2Cl2 and aq. sodium bicarbonate. The organic layers are dried over sodium sulfate; chromatography on silica gel (40 mL) using CH3OH—CH2Cl2 (2/98) gave 0.0539 g (81%) of the title compound; IR (drift... The reactants are C(C1=CC=CC=C1)N1C2=CC=CC=C2C=2C(=CC=CC12)OCCBr (9-benzyl-4-(2-bromoethoxy)-9H-carbazole), C(C)(C)N(CC)C(C)C (diisopropylethylamine), NCC1=NC=CC=C1 (2-aminomethylpyridine). Run in CN(C)C=O (DMF). Reactants: COC(C(C1=CC=C(C=C1)OCCOC1=CC=C(C=C1)C)=O)=O (4-[[2-(4-methylphenoxy)ethyl]oxy]-alpha-oxobenzeneacetic acid methyl ester). Run in CO (methanol), [OH-].[Na+] (sodium hydroxide). The product is CC1=CC=C(OCCOC2=CC=C(C=C2)C(C(=O)O)=O)C=C1 (4-[[2-(4-methylphenoxy)ethyl]oxy]-alpha-oxobenzeneacetic acid). Yield: 92.4%. Reaction SMILES: C[O:2][C:3](=[O:23])[C:4](=[O:22])[C:5]1[CH:10]=[CH:9][C:8]([O:11][CH2:12][CH2:13][O:14][C:15]2[CH:20]=[CH:19][C:18]([CH3:21])=[CH:17][CH:16]=2)=[CH:7][CH:6]=1>CO.[OH-].[Na+]>[CH3:21][C:18]1[CH:17]=[CH:16][C:15]([O:14][CH2:13][CH2:12][O:11][C:8]2[CH:9]=[CH:10][C:5]([C:4](=[O:22])[C:3]([OH:23])=[O:2])=[CH:6][CH:7]=2)=[CH:20][CH:19]=1 |f:2.3|. Procedure details: A mixture of 4-[[2-(4-methylphenoxy)ethyl]oxy]-alpha-oxobenzeneacetic acid methyl ester (0.68 g) in methanol and 0.5N sodium hydroxide (8 mL) was treated as in Example 19. Extraction provided solids which were crystallized from diethyl ether-hexane to give 0.6 g of colorless 4-[[2-(4-methylphenoxy)ethyl]oxy]-alpha-oxobenzeneacetic acid, mp 135-136° C. Reactants: CN1C(CCC1)=O (N-methylpyrrolidone), N(=O)[O-].[Na+] (sodium nitrite), NC=1C=CC(=NC1)C1=CC(OC2=C1C=C(C=C2)C#N)(C)C (4-(5-amino-2-pyridyl)-2,2-dimethyl-2H-1-benzopyran-6-carbonitrile), ice, Cl (hydrochloric acid). Run in O (water). Run at temperature -5 celsius. Yields the product ClC=1C=CC(=NC1)C1=CC(OC2=C1C=C(C=C2)C#N)(C)C (4-(5-chloro-2-pyridyl)-2,2-dimethyl-2H-1-benzopyran-6-carbonitrile), OC=1C=CC(=NC1)C1=CC(OC2=C1C=C(C=C2)C#N)(C)C (4 -(5-hydroxy-2-pyridyl)-2,2-dimethyl-2H-1-benzopyran-6-carbonitrile). Reaction SMILES: N[C:2]1[CH:3]=[CH:4][C:5]([C:8]2[C:13]3[CH:14]=[C:15]([C:18]#[N:19])[CH:16]=[CH:17][C:12]=3[O:11][C:10]([CH3:21])([CH3:20])[CH:9]=2)=[N:6][CH:7]=1.[CH3:22][N:23]1[CH2:27][CH2:26][CH2:25][C:24]1=[O:28].N([O-])=O.[Na+].[ClH:33]>O>[Cl:33][C:2]1[CH:3]=[CH:4][C:5]([C:8]2[C:13]3[CH:14]=[C:15]([C:18]#[N:19])[CH:16]=[CH:17][C:12]=3[O:11][C:10]([CH3:21])([CH3:20])[CH:9]=2)=[N:6][CH:7]=1.[OH:28][C:24]1[CH:25]=[CH:26][C:27]([C:8]2[C:13]3[CH:14]=[C:15]([C:18]#[N:19])[CH:16]=[CH:17][C:12]=3[O:11][C:10]([CH3:21])([CH3:20])[CH:9]=2)=[N:23][CH:22]=1 |f:2.3|. Reported procedure: 1.62 g of 4-(5-amino-2-pyridyl)-2,2-dimethyl-2H-1-benzopyran-6-carbonitrile were suspended in 12 ml of concentrated hydrochloric acid, 30 g of ice and 18 ml of N-methylpyrrolidone. The mixture was cooled to -5° C. and 0.44 g of sodium nitrite in 5 ml of water was added dropwise while maintaining the temperature below 0° C. After completion of the addition the mixture was allowed to warm to room temperature and was then heated at 40° C. for 1 hour. The mixture was extracted with ethyl acetate and... The reactants are O=C1NC2(CN(CC2)C(=O)OCC2=CC=CC=C2)N2C1=CC=C(C2=O)NC2=NC=NC=C2 (benzyl 1,5-dioxo-6-(pyrimidin-4-ylamino)-2,5-dihydro-1H-spiro[imidazo[1,5-a]pyridine-3,3′-pyrrolidine]-1-′-carboxylate). Reagents/catalysts: [OH-].[Pd+2].[OH-] (palladium hydroxide). Solvent: C(C)(=O)OCC.CO (ethyl acetate methanol). Run at time 4 hour. Product: N1=CN=C(C=C1)NC1=CC=C2N(C1=O)C1(CNCC1)NC2=O (6-(pyrimidin-4-ylamino)-1H-spiro[imidazo[1,5-a]pyridine-3,3′-pyrrolidine]-1,5(2H)-dione). Reaction SMILES: [O:1]=[C:2]1[C:20]2=[CH:21][CH:22]=[C:23]([NH:26][C:27]3[CH:32]=[CH:31][N:30]=[CH:29][N:28]=3)[C:24](=[O:25])[N:19]2[C:4]2([CH2:8][CH2:7][N:6](C(OCC3C=CC=CC=3)=O)[CH2:5]2)[NH:3]1>C(OCC)(=O)C.CO.[OH-].[Pd+2].[OH-]>[N:30]1[CH:31]=[CH:32][C:27]([NH:26][C:23]2[C:24](=[O:25])[N:19]3[C:4]4([NH:3][C:2](=[O:1])[C:20]3=[CH:21][CH:22]=2)[CH2:8][CH2:7][NH:6][CH2:5]4)=[N:28][CH:29]=1 |f:1.2,3.4.5|. Procedure: To a stirred solution of benzyl 1,5-dioxo-6-(pyrimidin-4-ylamino)-2,5-dihydro-1H-spiro[imidazo[1,5-a]pyridine-3,3′-pyrrolidine]-1′-carboxylate (5, 0.06 g, 0.138 mmol) in ethyl acetate:methanol (10:1, 33 mL), 20% palladium hydroxide (0.03 g) was added. The reaction mixture was hydrogenated under balloon pressure for 4 h. The progress of the reaction was monitored by TLC. After complete consumption of starting material, the reaction mixture was filtered through a pad of celite and the filtrate was... Starting materials: CC1=CC2=C(N=CS2)C=C1[N+](=O)[O-] (6-methyl-5-nitrobenzothiazole), stannous chloride dihydrate, [OH-].[Na+] (sodium hydroxide). Solvent: C(C)O (ethanol), [Cl-].[Na+].O (brine). Reaction conditions: temperature 65 celsius. The product is NC=1C(=CC2=C(N=CS2)C1)C (5-amino-6-methylbenzothiazole). Isolated yield 68.2%. Reaction SMILES: [CH3:1][C:2]1[C:10]([N+:11]([O-])=O)=[CH:9][C:5]2[N:6]=[CH:7][S:8][C:4]=2[CH:3]=1.[OH-].[Na+]>C(O)C.[Cl-].[Na+].O>[NH2:11][C:10]1[C:2]([CH3:1])=[CH:3][C:4]2[S:8][CH:7]=[N:6][C:5]=2[CH:9]=1 |f:1.2,4.5.6|. Procedure details: A mixture of 0.78 g of 6-methyl-5-nitrobenzothiazole and 3.62 g of stannous chloride dihydrate in 25 mL of ethanol is heated to 65° C. for 4 hours. The cooled reaction mixture is poured into 10 mL of 50% sodium hydroxide and 45 mL of brine and extracted with ether (4×35 mL). The combined organic layers are washed with brine, dried over sodium sulfate and rotary evaporated. The residue is purified by flash column chromatography on silica gel, eluting with 15% ethyl acetate/hexanes to provide 0.45... Starting materials: O, NC(C=C(CCO)CP(=O)(O)O)C(=O)OCc1ccccc1. Product: NC(C=C(CCO)CP(=O)(O)O)C(=O)O. As a reaction SMILES: [OH2:23].[OH:1][CH2:2][CH2:3][C:4](=[CH:5][CH:6]([C:7](=[O:8])[O:9][CH2:10][c:11]1[cH:12][cH:13][cH:14][cH:15][cH:16]1)[NH2:17])[CH2:18][P:19](=[O:20])([OH:21])[OH:22]>>[OH:1][CH2:2][CH2:3][C:4](=[CH:5][CH:6]([C:7](=[O:8])[OH:9])[NH2:17])[CH2:18][P:19](=[O:20])([OH:21])[OH:22]. Reaction SMILES: [CH2:1]([c:2]1[cH:3][cH:4][cH:5][cH:6][cH:7]1)[O:8][c:9]1[cH:10][cH:11][c:12]2[c:13]([C:18](=[O:19])[CH:20]3[C:21]([CH3:25])([CH3:26])[C:22]3([CH3:23])[CH3:24])[cH:14][nH:15][c:16]2[cH:17]1.[CH3:27][S:28]([O:29][CH2:32][CH2:33][N:34]1[CH2:35][CH2:36][O:37][CH2:38][CH2:39]1)(=[O:30])=[O:31].[H-:41].[Na+:40].[O:42]=[CH:43][N:44]([CH3:45])[CH3:46]>>[CH2:1]([c:2]1[cH:3][cH:4][cH:5][cH:6][cH:7]1)[O:8][c:9]1[cH:10][cH:11][c:12]2[c:13]([C:18](=[O:19])[CH:20]3[C:21]([CH3:25])([CH3:26])[C:22]3([CH3:23])[CH3:24])[cH:14][n:15]([CH2:32][CH2:33][N:34]3[CH2:35][CH2:36][O:37][CH2:38][CH2:39]3)[c:16]2[cH:17]1. The reactants are CC1(C)C(C(=O)c2c[nH]c3cc(OCc4ccccc4)ccc23)C1(C)C, CS(=O)(=O)OCCN1CCOCC1, [H-], [Na+], CN(C)C=O. Product: CC1(C)C(C(=O)c2cn(CCN3CCOCC3)c3cc(OCc4ccccc4)ccc23)C1(C)C.